Dataset: the Open Reaction Database (ORD), a public repository of structured organic reaction records. Task: describe an organic reaction: reactants, conditions, products, and yield Starting materials: NC1=NC(=NC2=NC(CN=C12)=O)C1=CC=CC=C1 (4-amino-2-phenyl-pteridine- 7-one), S(=O)(=O)([O-])[O-].[NH4+].[NH4+] (ammonium sulfate), toluyl, ClC1=CC=C(C(=O)O[C@H]2C[C@H](O[C@@H]2COC(C2=CC=C(C=C2)Cl)=O)Cl)C=C1 (2-deoxy-3,5-di-O-(4-chlorobenzoyl)-α-D-ribofuranosyl chloride). The reagents and catalysts are Cl(=O)(=O)(=O)[O-].[Ag+] (silver perchlorate). Solvent: C[Si](N[Si](C)(C)C)(C)C (HMDS), C[Si](N[Si](C)(C)C)(C)C (hexamethyldisilazane), C(Cl)Cl (CH2Cl2). Run at time 24 hour. Product: NC1=NC(=NC=2N(C(C=NC12)=O)[C@H]1C[C@H](OC(C2=CC=C(C=C2)Cl)=O)[C@H](O1)COC(C1=CC=C(C=C1)Cl)=O)C1=CC=CC=C1 (4-Amino-2-phenyl-8-[2-deoxy-3,5-di-O-(4-chlorobenzoyl)-β-D-ribofuranosyl]-pteridine-7-one). As a reaction SMILES: [NH2:1][C:2]1[C:11]2[C:6](=[N:7][C:8](=[O:12])[CH2:9][N:10]=2)[N:5]=[C:4]([C:13]2[CH:18]=[CH:17][CH:16]=[CH:15][CH:14]=2)[N:3]=1.S([O-])([O-])(=O)=O.[NH4+].[NH4+].[Cl:26][C:27]1[CH:52]=[CH:51][C:30]([C:31]([O:33][C@@H:34]2[C@@H:38]([CH2:39][O:40][C:41](=[O:49])[C:42]3[CH:47]=[CH:46][C:45]([Cl:48])=[CH:44][CH:43]=3)[O:37][C@H:36](Cl)[CH2:35]2)=[O:32])=[CH:29][CH:28]=1>C[Si](C)(C)N[Si](C)(C)C.C(Cl)Cl.Cl([O-])(=O)(=O)=O.[Ag+]>[NH2:1][C:2]1[C:11]2[N:10]=[CH:9][C:8](=[O:12])[N:7]([C@@H:36]3[O:37][C@H:38]([CH2:39][O:40][C:41](=[O:49])[C:42]4[CH:47]=[CH:46][C:45]([Cl:48])=[CH:44][CH:43]=4)[C@@H:34]([O:33][C:31](=[O:32])[C:30]4[CH:51]=[CH:52][C:27]([Cl:26])=[CH:28][CH:29]=4)[CH2:35]3)[C:6]=2[N:5]=[C:4]([C:13]2[CH:18]=[CH:17][CH:16]=[CH:15][CH:14]=2)[N:3]=1 |f:1.2.3,7.8|. Reported procedure: A mixture of 1.0 g (4.2 mmol) of 4-amino-2-phenyl-pteridine-7-one (3) and a few crystals of ammonium sulfate was heated in 100 mL of hexamethyldisilazane (HMDS) under reflux for 4 hours. After cooling the excess HMDS was distilled off in vacuum and the residue dissolved in 100 mL of dry toluene. To the mixture was added 2.17 g (4.6 mmol) of 2-deoxy-3,5-di-O-(4-chlorobenzoyl)-α-D-ribofuranosyl chloride (made as in Example 3, step (a) for the toluyl derivative) and 0.476 g (2.3 mmol) of silver per... Starting materials: Cl.NNC(=O)N (semicarbazide hydrochloride), O (water), OC1C(=C(C(C1)=O)CCCCCCC(=O)O)C=CC1=CC=CC=C1 (3-hydroxy-5-oxo-2-styrylcyclopent-1-eneheptanoic acid). Solvent: N1=CC=CC=C1 (pyridine), C(C)O (ethanol). Reaction conditions: time 16 hour. Yields the product OC1C(=C(C(C1)=NNC(=O)N)CCCCCCC(=O)O)C=CC1=CC=CC=C1 (3-hydroxy-5-semicarbazono-2-styrylcyclopent-1-eneheptanoic acid). As a reaction SMILES: Cl.[NH2:2][NH:3][C:4]([NH2:6])=[O:5].O.[OH:8][CH:9]1[CH2:13][C:12](=O)[C:11]([CH2:15][CH2:16][CH2:17][CH2:18][CH2:19][CH2:20][C:21]([OH:23])=[O:22])=[C:10]1[CH:24]=[CH:25][C:26]1[CH:31]=[CH:30][CH:29]=[CH:28][CH:27]=1>N1C=CC=CC=1.C(O)C>[OH:8][CH:9]1[CH2:13][C:12](=[N:2][NH:3][C:4]([NH2:6])=[O:5])[C:11]([CH2:15][CH2:16][CH2:17][CH2:18][CH2:19][CH2:20][C:21]([OH:23])=[O:22])=[C:10]1[CH:24]=[CH:25][C:26]1[CH:27]=[CH:28][CH:29]=[CH:30][CH:31]=1 |f:0.1|. Reported procedure: A solution of 2 parts of semicarbazide hydrochloride in 3 parts of water is combined with a solution of 2 parts of 3-hydroxy-5-oxo-2-styrylcyclopent-1-eneheptanoic acid dissolved in 2.95 parts of pyridine and 15.8 parts of ethanol. The resulting solution is allowed to stand for about 16 hours at room temperature. Then the crystalline precipitate is filtered, washed with an aqueous 80% ethanol solution and then with water. After drying, the material is recrystallized from boiling isopropanol to a...